From a dataset of the Open Reaction Database (ORD), a public repository of structured organic reaction records. describe an organic reaction: reactants, conditions, products, and yield RXN SMILES: [CH2:1]([CH:11]([CH2:24][CH2:25][CH2:26]/[CH:27]=[CH:28]\[CH2:29][CH2:30][CH2:31][CH2:32][CH3:33])[CH:12]([OH:23])[CH2:13][CH2:14][CH2:15]/[CH:16]=[CH:17]\[CH2:18][CH2:19][CH2:20][CH2:21][CH3:22])[CH2:2][CH2:3]/[CH:4]=[CH:5]\[CH2:6][CH2:7][CH2:8][CH2:9][CH3:10].O=C(Cl)[O:36][C:37](Cl)(Cl)Cl.[CH3:42][N:43]([CH3:49])[CH2:44][CH2:45][CH2:46][NH:47][CH3:48]>C(OCC)C>[CH3:42][N:43]([CH3:49])[CH2:44][CH2:45][CH2:46][N:47]([CH3:48])[C:37](=[O:36])[O:23][CH:12]([CH:11]([CH2:1][CH2:2][CH2:3]/[CH:4]=[CH:5]\[CH2:6][CH2:7][CH2:8][CH2:9][CH3:10])[CH2:24][CH2:25][CH2:26]/[CH:27]=[CH:28]\[CH2:29][CH2:30][CH2:31][CH2:32][CH3:33])[CH2:13][CH2:14][CH2:15]/[CH:16]=[CH:17]\[CH2:18][CH2:19][CH2:20][CH2:21][CH3:22]. Product: CN(CCCN(C(OC(CCC\C=C/CCCCC)C(CCC\C=C/CCCCC)CCC\C=C/CCCCC)=O)C)C ((6Z,16Z)-12-((Z)-dec-4-enyl)docosa-6,16-dien-11-yl 3-(dimethylamino)propyl(methyl)carbamate). The solvent is C(C)OCC (diethyl ether), C(C)OCC (diethyl ether). Reactants: CN(CCCNC)C (N,N,N′-trimethyl-1,3-propanediamine), C(CC\C=C/CCCCC)C(C(CCC\C=C/CCCCC)O)CCC\C=C/CCCCC ((6Z,16Z)-12-((Z)-dec-4-enyl)docosa-6,16-dien-11-ol), O=C(OC(Cl)(Cl)Cl)Cl (diphosgene). Conditions: temperature -15 celsius, time 1 hour. Yield: 22.6%. Reported procedure: A solution of (6Z,16Z)-12-((Z)-dec-4-enyl)docosa-6,16-dien-11-ol 8 (0.5 g, 1.1 mmol) in anhydrous diethyl ether (10 mL) was added slowly a solution of diphosgene (0.2 mL, 1.8 mmol) in anhydrous diethyl ether cooled to approximately −15° C. The solution was stirred for 1 hour then N,N,N′-trimethyl-1,3-propanediamine (1.3 mL, 8.7 mmol) was added at −15° C. The solution was warmed to room temperature, stirred for 1 hour, and then filtered to remove the ammonium salts and urea. The diethyl ether fil... Reactants: solution, CSC.B (borane dimethyl sulfide), C(#N)CC1=CC=C(C=C1)C1=CC=C(C=C1)[C@H]1[C@@H](CCC1)NS(=O)(=O)C(C)C ((+,−) Trans propane-2-sulfonic acid [2-(4′-cyanomethyl-biphenyl-4-yl)-cyclopentyl]-amide). Run in C1CCOC1 (THF), C1CCOC1 (THF). Run at time 30 minute. Product: NCCC1=CC=C(C=C1)C1=CC=C(C=C1)[C@H]1[C@@H](CCC1)NS(=O)(=O)C(C)C ((+,−) Trans Propane-2-sulfonic Acid {2-[4′-(2-amino-ethyl)-biphenyl-4-yl]-cyclopentyl}-amide). RXN SMILES: [C:1]([CH2:3][C:4]1[CH:9]=[CH:8][C:7]([C:10]2[CH:15]=[CH:14][C:13]([C@@H:16]3[CH2:20][CH2:19][CH2:18][C@H:17]3[NH:21][S:22]([CH:25]([CH3:27])[CH3:26])(=[O:24])=[O:23])=[CH:12][CH:11]=2)=[CH:6][CH:5]=1)#[N:2].CSC.B>C1COCC1>[NH2:2][CH2:1][CH2:3][C:4]1[CH:5]=[CH:6][C:7]([C:10]2[CH:15]=[CH:14][C:13]([C@@H:16]3[CH2:20][CH2:19][CH2:18][C@H:17]3[NH:21][S:22]([CH:25]([CH3:27])[CH3:26])(=[O:24])=[O:23])=[CH:12][CH:11]=2)=[CH:8][CH:9]=1 |f:1.2|. Reported procedure: (+,−) Trans propane-2-sulfonic acid [2-(4′-cyanomethyl-biphenyl-4-yl)-cyclopentyl]-amide (210 mg, 0.55 mmol, prepared in example 8) was dissolved in 20 mL dry THF. To this solution was added 0.83 mL (1.65 mmol) of a 2.0 M solution of borane dimethyl sulfide in THF. The reaction was heated to reflux for 4 hours then concentrated in vacuo. To this solid was added 30 mL of diethyl ether, 15 mL of concentrated HCl, 10 mL of water, and 5 mL of methanol and stirred at room temperature for 30 minutes. ... The reactants are OC1(CN(CC1)C(=O)OC(C)(C)C)C=1SC=CN1 (tert-Butyl 3-hydroxy-3-(1,3-thiazol-2-yl)pyrrolidine-1-carboxylate), FC(C(=O)O)(F)F (trifluoroacetic acid), [Al] (aluminum). Product: FC(C(=O)O)(F)F.N1CC(=CC1)C=1SC=CN1 (2-(2,5-dihydro-1H-pyrrol-3-yl)-1,3-thiazole trifluoroacetate). As a reaction SMILES: O[C:2]1([C:14]2[S:15][CH:16]=[CH:17][N:18]=2)[CH2:6][CH2:5][N:4](C(OC(C)(C)C)=O)[CH2:3]1.[F:19][C:20]([F:25])([F:24])[C:21]([OH:23])=[O:22].[Al]>>[F:19][C:20]([F:25])([F:24])[C:21]([OH:23])=[O:22].[NH:4]1[CH2:5][CH:6]=[C:2]([C:14]2[S:15][CH:16]=[CH:17][N:18]=2)[CH2:3]1 |f:3.4|. Procedure: tert-Butyl 3-hydroxy-3-(1,3-thiazol-2-yl)pyrrolidine-1-carboxylate (1.0 g, 0.0037 mol) was dissolved in trifluoroacetic acid (10.0 mL, 0.130 mol) under N2 at rt. The reaction flask was wrapped with aluminum foil and the mixture was stirred under reflux for 3 h. After cooling to rt the reaction mixture was concentrated in vacuo and used directly for the next step without further purification. The reactants are FC(C(C(Cl)(F)F)Cl)(F)F (1,1,1,3,3-pentafluoro-2,-3-dichloropropane), ClC(C(C(Cl)Cl)(Cl)Cl)(Cl)Cl (1,1,1,2,2,3,3-heptachloropropane), alkali metal hydroxide. Product: ClC(C(=C(Cl)Cl)Cl)(Cl)Cl (1,1,1,2,3,3-hexachloropropene). Reaction SMILES: FC(F)(F)C(Cl)C(F)(F)Cl.[Cl:11][C:12]([Cl:20])([Cl:19])[C:13](Cl)([Cl:17])[CH:14]([Cl:16])[Cl:15]>>[Cl:11][C:12]([Cl:20])([Cl:19])[C:13]([Cl:17])=[C:14]([Cl:16])[Cl:15]. Procedure details: A method of producing 1,1,1,3,3-pentafluoro-2,-3-dichloropropane which comprises reacting 1,1,1,2,2,3,3-heptachloropropane with an alkali metal hydroxide in the presence of a phase transfer catalyst to form 1,1,1,2,3,3-hexachloropropene; and continuously reacting, at a constant pressure and in the liquid phase, 1,1,1,2,3,3-hexachloropropene with excess hydrogen fluoride in the presence of at least one of an antimony trihalogenide and an antimony pentahalogenide, while selectively removing the 1,...